Dataset: the Open Reaction Database (ORD), a public repository of structured organic reaction records. Task: describe an organic reaction: reactants, conditions, products, and yield Reactants: CC1=NC(=CC=C1)C#CC=C1CCNCC1 (2-Methyl-6-(3-piperidin-4-ylideneprop-1-ynyl)pyridine), BrC1=CC=CC=C1 (bromobenzene), C([O-])([O-])=O.[Cs+].[Cs+] (cesium carbonate). Reagents/catalysts: C(C)(=O)[O-].[Pd+2].C(C)(=O)[O-] (palladium(II)acetate), C=1C=CC(=CC1)P(C=2C=CC=CC2)C3=CC=C4C=CC=CC4=C3C5=C6C=CC=CC6=CC=C5P(C=7C=CC=CC7)C=8C=CC=CC8 (BINAP). Reaction conditions: temperature 110 celsius. The product is CC1=NC(=CC=C1)C#CC=C1CCN(CC1)C1=CC=CC=C1 (2-Methyl-6-[3-(1-phenylpiperidin-4-ylidene)prop-1-ynyl]pyridine). The yield is 100.0%. As a reaction SMILES: [CH3:1][C:2]1[CH:7]=[CH:6][CH:5]=[C:4]([C:8]#[C:9][CH:10]=[C:11]2[CH2:16][CH2:15][NH:14][CH2:13][CH2:12]2)[N:3]=1.Br[C:18]1[CH:23]=[CH:22][CH:21]=[CH:20][CH:19]=1.C(=O)([O-])[O-].[Cs+].[Cs+]>C([O-])(=O)C.[Pd+2].C([O-])(=O)C.C1C=CC(P(C2C(C3C(P(C4C=CC=CC=4)C4C=CC=CC=4)=CC=C4C=3C=CC=C4)=C3C(C=CC=C3)=CC=2)C2C=CC=CC=2)=CC=1>[CH3:1][C:2]1[CH:7]=[CH:6][CH:5]=[C:4]([C:8]#[C:9][CH:10]=[C:11]2[CH2:12][CH2:13][N:14]([C:18]3[CH:23]=[CH:22][CH:21]=[CH:20][CH:19]=3)[CH2:15][CH2:16]2)[N:3]=1 |f:2.3.4,5.6.7|. Procedure: A mixture of the compound of Example 3 (0.22 g, 1.04 mmol), bromobenzene (0.17 g, 1.04 mmol), cesium carbonate (0.68 g, 2.1 mmol), BINAP (0.031 g, 0.05 mmol), palladium(II)acetate (0.01 mg, 0.05 mmol), in anhydrous and degassed toluene (10 mL) was heated at 110° C. under a nitrogen atmosphere for 12 h in a sealed vessel. The reaction mixture was cooled, poured into water and extracted with EtOAc. The combined organic layers were washed with brine, dried on Na2SO4 and evaporated to dryness in vac... The reactants are COc1ccc(P2(=S)SP(=S)(c3ccc(OC)cc3)S2)cc1, Cc1ccccc1, CN1Cc2c(Cl)ncn2-c2ccccc2C1=O. Product: CN1Cc2c(Cl)ncn2-c2ccccc2C1=S. RXN SMILES: [CH3:18][O:19][c:20]1[cH:21][cH:22][c:23]([P:24]2(=[S:25])[S:26][P:28](=[S:29])([c:30]3[cH:31][cH:32][c:33]([O:34][CH3:35])[cH:36][cH:37]3)[S:27]2)[cH:38][cH:39]1.[CH3:40][c:41]1[cH:42][cH:43][cH:44][cH:45][cH:46]1.[Cl:1][c:2]1[n:3][cH:4][n:5]2[c:6]1[CH2:7][N:8]([CH3:17])[C:9](=[O:16])[c:10]1[c:11]-2[cH:12][cH:13][cH:14][cH:15]1>>[Cl:1][c:2]1[n:3][cH:4][n:5]2[c:6]1[CH2:7][N:8]([CH3:17])[C:9](=[S:27])[c:10]1[c:11]-2[cH:12][cH:13][cH:14][cH:15]1. Reactants: C1CCOC1, COC(=O)c1ccc(CCC(=O)c2ccccc2)cc1, Cl, [Li+], [OH-], O. Product: O=C(O)c1ccc(CCC(=O)c2ccccc2)cc1. Reaction SMILES: [CH2:25]1[O:26][CH2:27][CH2:28][CH2:29]1.[CH3:1][O:2][C:3]([c:4]1[cH:5][cH:6][c:7]([CH2:10][CH2:11][C:12]([c:13]2[cH:14][cH:15][cH:16][cH:17][cH:18]2)=[O:19])[cH:8][cH:9]1)=[O:20].[ClH:23].[Li+:22].[OH-:21].[OH2:24]>>[O:2]=[C:3]([c:4]1[cH:5][cH:6][c:7]([CH2:10][CH2:11][C:12]([c:13]2[cH:14][cH:15][cH:16][cH:17][cH:18]2)=[O:19])[cH:8][cH:9]1)[OH:20]. Starting materials: S(=O)(Cl)Cl (thionyl chloride), concentrated residue, ClC=1C=C(C=CC1)CC(C(=O)O)C(=O)OC (3-(3′-chlorophenyl)-2-methoxycarbonylpropionic acid), S(=O)(Cl)Cl (thionyl chloride), CN(C=O)C (dimethylformamide). The solvent is ClCCCl (1,2-dichloroethane), ClCCCl (1,2-dichloroethane). Product: ClC(=O)C(C(=O)OC)CC1=CC(=CC=C1)Cl (methyl 2-chloroformyl-3-(3′-chlorophenyl)-propionate). RXN SMILES: [Cl:1][C:2]1[CH:3]=[C:4]([CH2:8][CH:9]([C:13]([O:15][CH3:16])=[O:14])[C:10](O)=[O:11])[CH:5]=[CH:6][CH:7]=1.S(Cl)([Cl:19])=O.CN(C)C=O>ClCCCl>[Cl:19][C:10]([CH:9]([CH2:8][C:4]1[CH:5]=[CH:6][CH:7]=[C:2]([Cl:1])[CH:3]=1)[C:13]([O:15][CH3:16])=[O:14])=[O:11]. Procedure: A total of 8.0 g of the concentrated residue containing 3-(3′-chlorophenyl)-2-methoxycarbonylpropionic acid prepared in Step B was dissolved in 32.8 g of 1,2-dichloroethane in an atmosphere of nitrogen gas, followed by addition of 11.8 g of thionyl chloride and 0.05 g of dimethylformamide. The mixture was stirred at 40° C. for 7 hours, from which 1,2-dichloroethane and unreacted thionyl chloride were removed under reduced pressure to yield 7.98 g of methyl 2-chloroformyl-3-(3′-chlorophenyl)-prop... Starting materials: CCN(CC)CCCBr, Br, O=C([O-])[O-], CN(C)C=O, [K+], [K+], Nc1nn(CCCN2CCOCC2)c2ccccc12, O. The product is CCN(CC)CCCNc1nn(CCCN2CCOCC2)c2ccccc12. Reaction SMILES: [Br:26][CH2:27][CH2:28][CH2:29][N:30]([CH2:31][CH3:32])[CH2:33][CH3:34].[BrH:25].[C:35](=[O:36])([O-:37])[O-:38].[CH3:1][N:2]([CH3:3])[CH:4]=[O:5].[K+:39].[K+:40].[O:6]1[CH2:7][CH2:8][N:9]([CH2:12][CH2:13][CH2:14][n:15]2[n:16][c:17]([NH2:24])[c:18]3[cH:19][cH:20][cH:21][cH:22][c:23]23)[CH2:10][CH2:11]1.[OH2:41]>>[O:6]1[CH2:7][CH2:8][N:9]([CH2:12][CH2:13][CH2:14][n:15]2[n:16][c:17]([NH:24][CH2:27][CH2:28][CH2:29][N:30]([CH2:31][CH3:32])[CH2:33][CH3:34])[c:18]3[cH:19][cH:20][cH:21][cH:22][c:23]23)[CH2:10][CH2:11]1.